Dataset: the Open Reaction Database (ORD), a public repository of structured organic reaction records. Task: describe an organic reaction: reactants, conditions, products, and yield The reactants are F[B-](F)(F)F.[Na+] (sodium tetrafluoroborate), ClC1=C(C=C(N)C=C1)C (4-chloro-3-methylaniline), Cl (HCl), N(=O)[O-].[Na+] (sodium nitrite). Run in O (water), O (water), O (water). Yields the product F[B-](F)(F)F.ClC1=C(C=C(C=C1)[N+]#N)C (4-chloro-3-methylbenzenediazonium tetrafluoroborate). Yield: 95.2%. RXN SMILES: [Cl:1][C:2]1[CH:8]=[CH:7][C:5]([NH2:6])=[CH:4][C:3]=1[CH3:9].Cl.[N:11]([O-])=O.[Na+].[F:15][B-:16]([F:19])([F:18])[F:17].[Na+]>O>[F:15][B-:16]([F:19])([F:18])[F:17].[Cl:1][C:2]1[CH:8]=[CH:7][C:5]([N+:6]#[N:11])=[CH:4][C:3]=1[CH3:9] |f:2.3,4.5,7.8|. Procedure details: Synthesized according to General Procedure 1. 4-chloro-3-methylaniline (5 g, 35.3 mmol) in water (15 mL) and conc. HCl (9.5 mL, 116.5 mmol) at −5° C. was added a freshly prepared aqueous solution of sodium nitrite (3.2 g, 45.9 mmol) in water (8 mL) slowly over 10 minutes. After stirring for 15 minutes at −5° C. a freshly prepared aqueous solution of sodium tetrafluoroborate (5.4 g, 49.4 mmol) in water (14 mL) was added in one portion causing the formation of a precipitate. The solid was filtered... Reactants: CSc1ccc(C2=C(c3ccccc3)C(=O)C(C)(C)O2)cc1Br, C1CCOC1, CO, O. Product: CC1(C)OC(c2ccc(S(C)(=O)=O)c(Br)c2)=C(c2ccccc2)C1=O. RXN SMILES: [Br:1][c:2]1[cH:3][c:4]([C:10]2=[C:11]([c:18]3[cH:19][cH:20][cH:21][cH:22][cH:23]3)[C:12](=[O:17])[C:13]([CH3:15])([CH3:16])[O:14]2)[cH:5][cH:6][c:7]1[S:8][CH3:9].[CH2:24]1[CH2:27][CH2:26][CH2:25][O:28]1.[CH3:30][OH:31].[OH2:29]>>[Br:1][c:2]1[cH:3][c:4]([C:10]2=[C:11]([c:18]3[cH:19][cH:20][cH:21][cH:22][cH:23]3)[C:12](=[O:17])[C:13]([CH3:15])([CH3:16])[O:14]2)[cH:5][cH:6][c:7]1[S:8]([CH3:9])(=[O:28])=[O:29]. Starting materials: CCCC[Sn](CCCC)(CCCC)c1nc(C)nc(SC)n1, [Cs+], [Cu]I, [F-], COc1ccc(Nc2nc(N3CCOCC3)ncc2I)cn1, C1COCCO1, O, c1ccc(P(c2ccccc2)(c2ccccc2)[Pd](P(c2ccccc2)(c2ccccc2)c2ccccc2)(P(c2ccccc2)(c2ccccc2)c2ccccc2)P(c2ccccc2)(c2ccccc2)c2ccccc2)cc1. Yields the product COc1ccc(Nc2nc(N3CCOCC3)ncc2-c2nc(C)nc(SC)n2)cn1. RXN SMILES: [CH3:23][c:24]1[n:25][c:26]([Sn:32]([CH2:33][CH2:34][CH2:35][CH3:36])([CH2:37][CH2:38][CH2:39][CH3:40])[CH2:41][CH2:42][CH2:43][CH3:44])[n:27][c:28]([S:30][CH3:31])[n:29]1.[Cs+:46].[Cu:54][I:55].[F-:45].[I:1][c:2]1[c:3]([NH:14][c:15]2[cH:16][n:17][c:18]([O:21][CH3:22])[cH:19][cH:20]2)[n:4][c:5]([N:8]2[CH2:9][CH2:10][O:11][CH2:12][CH2:13]2)[n:6][cH:7]1.[O:47]1[CH2:48][CH2:49][O:50][CH2:51][CH2:52]1.[OH2:53].[cH:56]1[cH:57][cH:58][c:59]([P:60]([Pd:61]([P:62]([c:63]2[cH:64][cH:65][cH:66][cH:67][cH:68]2)([c:69]2[cH:70][cH:71][cH:72][cH:73][cH:74]2)[c:75]2[cH:76][cH:77][cH:78][cH:79][cH:80]2)([P:81]([c:82]2[cH:83][cH:84][cH:85][cH:86][cH:87]2)([c:88]2[cH:89][cH:90][cH:91][cH:92][cH:93]2)[c:94]2[cH:95][cH:96][cH:97][cH:98][cH:99]2)[P:100]([c:101]2[cH:102][cH:103][cH:104][cH:105][cH:106]2)([c:107]2[cH:108][cH:109][cH:110][cH:111][cH:112]2)[c:113]2[cH:114][cH:115][cH:116][cH:117][cH:118]2)([c:119]2[cH:120][cH:121][cH:122][cH:123][cH:124]2)[c:125]2[cH:126][cH:127][cH:128][cH:129][cH:130]2)[cH:131][cH:132]1>>[c:2]1(-[c:26]2[n:25][c:24]([CH3:23])[n:29][c:28]([S:30][CH3:31])[n:27]2)[c:3]([NH:14][c:15]2[cH:16][n:17][c:18]([O:21][CH3:22])[cH:19][cH:20]2)[n:4][c:5]([N:8]2[CH2:9][CH2:10][O:11][CH2:12][CH2:13]2)[n:6][cH:7]1. Reactants: Cc1cc(C)cc(-c2ccc(C)c(N)c2)c1, COC(=O)c1cc(Cl)ccc1NC(=O)CSCC(=O)O. Yields the product COC(=O)c1cc(Cl)ccc1NC(=O)CSCC(=O)Nc1cc(-c2cc(C)cc(C)c2)ccc1C. Reaction SMILES: [CH3:1][c:2]1[cH:3][c:4](-[c:9]2[cH:10][c:11]([NH2:16])[c:12]([CH3:15])[cH:13][cH:14]2)[cH:5][c:6]([CH3:8])[cH:7]1.[Cl:17][c:18]1[cH:19][c:20]([C:33](=[O:34])[O:35][CH3:36])[c:21]([NH:24][C:25]([CH2:26][S:27][CH2:28][C:29](=[O:30])[OH:31])=[O:32])[cH:22][cH:23]1>>[CH3:1][c:2]1[cH:3][c:4](-[c:9]2[cH:10][c:11]([NH:16][C:29]([CH2:28][S:27][CH2:26][C:25]([NH:24][c:21]3[c:20]([C:33](=[O:34])[O:35][CH3:36])[cH:19][c:18]([Cl:17])[cH:23][cH:22]3)=[O:32])=[O:30])[c:12]([CH3:15])[cH:13][cH:14]2)[cH:5][c:6]([CH3:8])[cH:7]1. Starting materials: O=CC1=CC(OC)=C(O)C=C1 (vanillin), CNC(=O)NC (1,3-dimethylurea), 155.0g, P(OC1=CC=CC=C1)(OC1=CC=CC=C1)OC1=CC=CC=C1 (triphenyl phosphite). Solvent: 200g, C1=CC=CC=C1 (benzene), C1=CC=CC=C1 (benzene). The product is CN1P(C(N(C1=O)C)C1=CC(=C(C=C1)O)OC)(OC1=CC=CC=C1)=O (1,4-Dimethyl-3-(4-hydroxy-3-methoxyphenyl)-2-phenoxy-1,4,2-diazaphospholidin-5-one-2-oxide). As a reaction SMILES: O=[CH:2][C:3]1[CH:11]=[CH:10][C:8]([OH:9])=[C:5]([O:6][CH3:7])[CH:4]=1.[CH3:12][NH:13][C:14]([NH:16][CH3:17])=[O:15].[P:18](OC1C=CC=CC=1)([O:26]C1C=CC=CC=1)[O:19][C:20]1[CH:25]=[CH:24][CH:23]=[CH:22][CH:21]=1>C1C=CC=CC=1>[CH3:12][N:13]1[C:14](=[O:15])[N:16]([CH3:17])[CH:2]([C:3]2[CH:11]=[CH:10][C:8]([OH:9])=[C:5]([O:6][CH3:7])[CH:4]=2)[P:18]1(=[O:26])[O:19][C:20]1[CH:25]=[CH:24][CH:23]=[CH:22][CH:21]=1. Procedure details: A mixture of 76.1g (0.5 mole) of vanillin, 44.0g (0.5 mole) of 1,3-dimethylurea, and 155.0g (0.5 mole) of triphenyl phosphite in 200g of benzene is stirred under N2 and warmed at reflux (95°) for 1 hr. About half of the benzene is distilled to give a yellow solution: 31P nmr -25.3 ppm. The reaction mixture solidifies while standing for several days. Additional benzene is added to aid in breaking up the solid. Filtration gives 64.0g of slightly yellow solid. Recrystallization of an 11.0g portion ... Starting materials: [OH-].[Na+] (NaOH), crude solution, intermediate 17, ClC=1C=C(C=CC1CN1CCCC1)C1(CC(C1)C(=O)O)O (3-(3-chloro-4-((pyrrolidin-1-yl)methyl)phenyl)-3-hydroxycyclobutanecarboxylic acid), C(C)N (ethylamine), C1CCOC1 (THF), C(CC)P1(OP(OP(O1)(=O)CCC)(=O)CCC)=O (T3P). The solvent is CCOC(=O)C (EtOAc). Reaction conditions: time 1 hour. The product is C(C)NC(=O)C1CC(C1)(O)C1=CC(=C(C=C1)CN1CCCC1)Cl (3-(3-Chloro-4-pyrrolidin-1-ylmethyl-phenyl)-3-hydroxy-cyclobutanecarboxylic acid ethylamide). Yield: 35.0%. As a reaction SMILES: [Cl:1][C:2]1[CH:3]=[C:4]([C:14]2([OH:21])[CH2:17][CH:16]([C:18](O)=[O:19])[CH2:15]2)[CH:5]=[CH:6][C:7]=1[CH2:8][N:9]1[CH2:13][CH2:12][CH2:11][CH2:10]1.[CH2:22]([NH2:24])[CH3:23].C1COCC1.C(P1(=O)OP(CCC)(=O)OP(CCC)(=O)O1)CC.[OH-].[Na+]>CCOC(C)=O>[CH2:22]([NH:24][C:18]([CH:16]1[CH2:17][C:14]([C:4]2[CH:5]=[CH:6][C:7]([CH2:8][N:9]3[CH2:10][CH2:11][CH2:12][CH2:13]3)=[C:2]([Cl:1])[CH:3]=2)([OH:21])[CH2:15]1)=[O:19])[CH3:23] |f:4.5|. Procedure details: To a crude solution of intermediate 17, 3-(3-chloro-4-((pyrrolidin-1-yl)methyl)phenyl)-3-hydroxycyclobutanecarboxylic acid (˜30 mL, ˜34 mmol) was added 2.0M ethylamine in THF (34.5 mL, 69 mmol) and T3P (50% solution in EtOAc, 33 ml, 51.8 mmol). The resulting reaction mixture was stirred at RT for 1 hr and then 300 ml of 1N NaOH and 400 ml of EtOAc were added and the layers were separated. The aqueous layer was subjected to EtOAc extraction (2×500 ml) again and the combined organic layers were dr... Starting materials: C(C=C)OC(=O)O[C@H](C)[C@@H]1[C@@H]2N(C(=C([C@@H]2C)CO)C(=O)OCC=C)C1=O (allyl (1S,5R,6S)-6-[(1R)-1-allyloxycarbonyloxyethyl]-2-hydroxymethyl-1-methyl-1-carbapen-2-em-3-carboxylate), OCCC=1N2C(SC1)=CN=C2 (3-(2-hydroxyethyl)imidazo[5,1-b]thiazole). Product: O[C@H](C)[C@@H]1[C@@H]2N(C(=C([C@@H]2C)CN2C=[N+]3C(SC=C3CCO)=C2)C(=O)[O-])C1=O ((1S,5R,6S)-6-[(1R)-1-hydroxyethyl]-2-[3-(2-hydroxyethyl)imidazo[5,1-b]thiazolium-6-yl]methyl-1-methyl-1-carbapen-2-em-3-carboxylate). The yield is 26.8%. As a reaction SMILES: C(OC([O:7][C@@H:8]([C@H:10]1[C:25](=[O:26])[N:12]2[C:13]([C:19]([O:21]CC=C)=[O:20])=[C:14]([CH2:17]O)[C@H:15]([CH3:16])[C@H:11]12)[CH3:9])=O)C=C.[OH:27][CH2:28][CH2:29][C:30]1[N:31]2[CH:37]=[N:36][CH:35]=[C:32]2[S:33][CH:34]=1>>[OH:7][C@@H:8]([C@H:10]1[C:25](=[O:26])[N:12]2[C:13]([C:19]([O-:21])=[O:20])=[C:14]([CH2:17][N:36]3[CH:35]=[C:32]4[S:33][CH:34]=[C:30]([CH2:29][CH2:28][OH:27])[N+:31]4=[CH:37]3)[C@H:15]([CH3:16])[C@H:11]12)[CH3:9]. Procedure details: The same procedure as in Example 1 was repeated except that 87 mg of allyl (1S,5R,6S)-6-[(1R)-1-allyloxycarbonyloxyethyl]-2-hydroxymethyl-1-methyl-1-carbapen-2-em-3-carboxylate and 100 mg of 3-(2-hydroxyethyl)imidazo[5,1-b]thiazole were used, thereby obtaining 25 mg of the title compound.